From a dataset of the Open Reaction Database (ORD), a public repository of structured organic reaction records. describe an organic reaction: reactants, conditions, products, and yield The reactants are CCOC(=O)CCc1cccc(OCc2ccc(OCc3nc(-c4ccccc4)oc3C)cc2)c1, CCO, Cl, [Na+], C1CCOC1, [OH-], O. Product: Cc1oc(-c2ccccc2)nc1COc1ccc(COc2cccc(CCC(=O)O)c2)cc1. As a reaction SMILES: [CH3:1][c:2]1[c:3]([CH2:13][O:14][c:15]2[cH:16][cH:17][c:18]([CH2:19][O:20][c:21]3[cH:22][c:23]([CH2:27][CH2:28][C:29](=[O:30])[O:31][CH2:32][CH3:33])[cH:24][cH:25][cH:26]3)[cH:34][cH:35]2)[n:4][c:5](-[c:7]2[cH:8][cH:9][cH:10][cH:11][cH:12]2)[o:6]1.[CH3:45][CH2:46][OH:47].[ClH:43].[Na+:42].[O:36]1[CH2:37][CH2:38][CH2:39][CH2:40]1.[OH-:41].[OH2:44]>>[CH3:1][c:2]1[c:3]([CH2:13][O:14][c:15]2[cH:16][cH:17][c:18]([CH2:19][O:20][c:21]3[cH:22][c:23]([CH2:27][CH2:28][C:29](=[O:30])[OH:31])[cH:24][cH:25][cH:26]3)[cH:34][cH:35]2)[n:4][c:5](-[c:7]2[cH:8][cH:9][cH:10][cH:11][cH:12]2)[o:6]1. The reactants are CC=1C(N=C=O)=CC(N=C=O)=CC1 (toluene diisocyanate), C(CO)O (ethylene glycol). Yields the product [N-]=C=O.[N-]=C=O.NC(=O)OCC.NC(=O)OCC (diurethane diisocyanate). RXN SMILES: CC1C(=CC(=CC=1)N=C=O)[N:4]=[C:5]=[O:6].[CH2:14]([OH:17])[CH2:15]O>>[N-:4]=[C:5]=[O:6].[N-:4]=[C:5]=[O:6].[NH2:4][C:5]([O:17][CH2:14][CH3:15])=[O:6].[NH2:4][C:5]([O:17][CH2:14][CH3:15])=[O:6] |f:2.3.4.5|. Procedure: About 348 parts of toluene diisocyanate are mixed with 62 parts of ethylene glycol and reacted at room temperature (25° C.) to form a diurethane diisocyanate. About 260 parts of hydroxyethyl methacrylate are added to the resultant diurethane diisocyanate and the mixture heated to about 80° C. for about 3 hours. Reactants: ClC1=C(C=NC2=CC=C(C=C12)I)C#N (4-chloro-6-iodo-quinoline-3-carbonitrile), CS (methanethiol), CCN(C(C)C)C(C)C (DIEA). The product is IC=1C=C2C(=C(C=NC2=CC1)C#N)SC (6-iodo-4-methylsulfanyl-quinoline-3-carbonitrile). Reaction SMILES: Cl[C:2]1[C:11]2[C:6](=[CH:7][CH:8]=[C:9]([I:12])[CH:10]=2)[N:5]=[CH:4][C:3]=1[C:13]#[N:14].[CH3:15][SH:16].CCN(C(C)C)C(C)C>>[I:12][C:9]1[CH:10]=[C:11]2[C:6](=[CH:7][CH:8]=1)[N:5]=[CH:4][C:3]([C:13]#[N:14])=[C:2]2[S:16][CH3:15]. Procedure: Similar procedure as described in example 39a was used, starting from 4-chloro-6-iodo-quinoline-3-carbonitrile (example 14c), methanethiol and DIEA to give 6-iodo-4-methylsulfanyl-quinoline-3-carbonitrile. LC-MS m/e 327 (MH+). Reactants: CC(=O)O, CC(=O)OC(C)=O, COCCOc1cc(C(=O)OC)ccc1OC, O=[N+]([O-])O. The product is COCCOc1cc(C(=O)OC)c([N+](=O)[O-])cc1OC. As a reaction SMILES: [C:29]([OH:30])(=[O:31])[CH3:32].[CH3:18][C:19]([O:20][C:21]([CH3:22])=[O:23])=[O:24].[CH3:1][O:2][c:3]1[c:4]([O:13][CH2:14][CH2:15][O:16][CH3:17])[cH:5][c:6]([C:7](=[O:8])[O:9][CH3:10])[cH:11][cH:12]1.[OH:25][N+:26]([O-:27])=[O:28]>>[CH3:1][O:2][c:3]1[c:4]([O:13][CH2:14][CH2:15][O:16][CH3:17])[cH:5][c:6]([C:7](=[O:8])[O:9][CH3:10])[c:11]([N+:26](=[O:25])[O-:27])[cH:12]1. Procedure: To a dichloromethane (1 ml) solution of [6-(4-chlorophenylsulfonyl)(2,5-difluorophenyl)methylpyridin-3-yl]methyl 4-nitrophenyl carbonate (51 mg, 0.089 mmol) were added N-methylmorpholine (0.020 ml, 0.18 mmol) and benzylamine (0.012 ml, 0.11 mmol) sequentially at 0° C. The resulting mixture was stirred at room temperature for 20 hours. The reaction mixture was washed with a saturated aqueous solution of ammonium chloride. The organic layer was dried over anhydrous sodium sulfate, and filtered. Th... Conditions: time 20 hour. As a reaction SMILES: ClCCl.[C:4](=O)([O:32]C1C=CC([N+]([O-])=O)=CC=1)[O:5][CH2:6][C:7]1[C:8]([CH2:23][C:24]2[CH:29]=[C:28]([F:30])[CH:27]=[CH:26][C:25]=2[F:31])=[N:9][C:10]([S:13]([C:16]2[CH:21]=[CH:20][C:19]([Cl:22])=[CH:18][CH:17]=2)(=[O:15])=[O:14])=[CH:11][CH:12]=1.CN1CCOCC1.[CH2:50]([NH2:57])[C:51]1[CH:56]=[CH:55][CH:54]=[CH:53][CH:52]=1>CCCCCC>[CH2:50]([NH:57][C:4](=[O:32])[O:5][CH2:6][C:7]1[C:8]([CH2:23][C:24]2[CH:29]=[C:28]([F:30])[CH:27]=[CH:26][C:25]=2[F:31])=[N:9][C:10]([S:13]([C:16]2[CH:21]=[CH:20][C:19]([Cl:22])=[CH:18][CH:17]=2)(=[O:14])=[O:15])=[CH:11][CH:12]=1)[C:51]1[CH:56]=[CH:55][CH:54]=[CH:53][CH:52]=1. The yield is 67.4%. The solvent is CCCCCC (hexane). Reactants: ClCCl (dichloromethane), C(OCC=1C(=NC(=CC1)S(=O)(=O)C1=CC=C(C=C1)Cl)CC1=C(C=CC(=C1)F)F)(OC1=CC=C(C=C1)[N+](=O)[O-])=O ([6-(4-chlorophenylsulfonyl)(2,5-difluorophenyl)methylpyridin-3-yl]methyl 4-nitrophenyl carbonate), CN1CCOCC1 (N-methylmorpholine), C(C1=CC=CC=C1)N (benzylamine). The product is C(C1=CC=CC=C1)NC(OCC=1C(=NC(=CC1)S(=O)(=O)C1=CC=C(C=C1)Cl)CC1=C(C=CC(=C1)F)F)=O ([6-(4-Chlorophenylsulfonyl)(2,5-difluorophenyl)methylpyridin-3-yl]methyl benzylcarbamate). Run at time 2.5 hour. Run in CC(=O)C (acetone). The yield is 71.5%. The product is ClC=1N=C(C(=NC1Cl)NCCO)C=O (5,6-Dichloro-3-formyl-2-(2-hydroxyethyl)aminopyrazine). Reagents/catalysts: [O-2].[O-2].[Mn+4] (manganese dioxide), [O-2].[O-2].[Mn+4] (manganese dioxide), [O-2].[O-2].[Mn+4] (manganese dioxide). Procedure details: A mixture of 5,6-dichloro-3-hydroxymethyl-2-(2-hydroxyethyl)aminopyrazine (38 mg; 0.00016 Mol), prepared as in Step C above, and manganese dioxide (12 mg) was stirred at room temperature for 2.5 hours. Another 24 mg of manganese dioxide was added and stirring was continued for another 5 hours. The manganese dioxide was filtered off, and the precipitate was washed well with acetone. The crude reaction mixture dissolved in 1.5 l of acetone and 36 mg of manganese dioxide was added, followed by stir... Reactants: ClC=1N=C(C(=NC1Cl)NCCO)CO (5,6-dichloro-3-hydroxymethyl-2-(2-hydroxyethyl)aminopyrazine). Reaction SMILES: [Cl:1][C:2]1[N:3]=[C:4]([CH2:13][OH:14])[C:5]([NH:9][CH2:10][CH2:11][OH:12])=[N:6][C:7]=1[Cl:8]>CC(C)=O.[O-2].[O-2].[Mn+4]>[Cl:1][C:2]1[N:3]=[C:4]([CH:13]=[O:14])[C:5]([NH:9][CH2:10][CH2:11][OH:12])=[N:6][C:7]=1[Cl:8] |f:2.3.4|.